This data is from the Open Reaction Database (ORD), a public repository of structured organic reaction records. The task is: describe an organic reaction: reactants, conditions, products, and yield Starting materials: C1CCOC1, O=COCc1ccccc1, O=C1CCCc2c1cc(C(=O)OCc1ccccc1)n2Cc1ccc(Cl)c(Cl)c1, Cl, [H-], [H][H], [Na+], OCc1ccccc1. The product is O=CC1CCc2c(cc(C(=O)OCc3ccccc3)n2Cc2ccc(Cl)c(Cl)c2)C1=O. Reaction SMILES: [CH2:53]1[O:54][CH2:55][CH2:56][CH2:57]1.[CH:42]([O:43][CH2:44][c:45]1[cH:46][cH:47][cH:48][cH:49][cH:50]1)=[O:51].[Cl:13][c:14]1[cH:15][c:16]([CH2:17][n:18]2[c:19]([C:28](=[O:29])[O:30][CH2:31][c:32]3[cH:33][cH:34][cH:35][cH:36][cH:37]3)[cH:20][c:21]3[c:26]2[CH2:25][CH2:24][CH2:23][C:22]3=[O:27])[cH:38][cH:39][c:40]1[Cl:41].[ClH:52].[H-:9].[H:11][H:12].[Na+:10].[OH:1][CH2:2][c:3]1[cH:4][cH:5][cH:6][cH:7][cH:8]1>>[O:1]=[CH:2][CH:23]1[C:22](=[O:27])[c:21]2[cH:20][c:19]([C:28](=[O:29])[O:30][CH2:31][c:32]3[cH:33][cH:34][cH:35][cH:36][cH:37]3)[n:18]([CH2:17][c:16]3[cH:15][c:14]([Cl:13])[c:40]([Cl:41])[cH:39][cH:38]3)[c:26]2[CH2:25][CH2:24]1. Starting materials: CSC.B (borane dimethylsulfide), [Cl-].[NH4+] (ammonium chloride), FC1=CC=C(C=C1)C=1C(=NC=CC1)N1CCN(CC1)C(=O)C=1C=NN(C1)C(C)C ({4-[3-(4-fluoro-phenyl)-pyridin-2-yl]-piperazin-1-yl}-(1-isopropyl-1H-pyrazol-4-yl)-methanone), [OH-].[Na+] (sodium hydroxide). Run in CO (methanol), O1CCCC1 (tetrahydrofuran), CO (methanol). Product: Cl.FC1=CC=C(C=C1)C=1C(=NC=CC1)N1CCN(CC1)CC=1C=NN(C1)C(C)C (1-[3-(4-Fluoro-phenyl)-pyridin-2-yl]-4-(1-isopropyl-1H-pyrazol-4-ylmethyl)-piperazine hydrochloride). Isolated yield 43.0%. As a reaction SMILES: [F:1][C:2]1[CH:7]=[CH:6][C:5]([C:8]2[C:9]([N:14]3[CH2:19][CH2:18][N:17]([C:20]([C:22]4[CH:23]=[N:24][N:25]([CH:27]([CH3:29])[CH3:28])[CH:26]=4)=O)[CH2:16][CH2:15]3)=[N:10][CH:11]=[CH:12][CH:13]=2)=[CH:4][CH:3]=1.CSC.B.[OH-].[Na+].[Cl-:36].[NH4+]>O1CCCC1.CO>[ClH:36].[F:1][C:2]1[CH:3]=[CH:4][C:5]([C:8]2[C:9]([N:14]3[CH2:15][CH2:16][N:17]([CH2:20][C:22]4[CH:23]=[N:24][N:25]([CH:27]([CH3:29])[CH3:28])[CH:26]=4)[CH2:18][CH2:19]3)=[N:10][CH:11]=[CH:12][CH:13]=2)=[CH:6][CH:7]=1 |f:1.2,3.4,5.6,9.10|. Procedure details: Dissolve {4-[3-(4-fluoro-phenyl)-pyridin-2-yl]-piperazin-1-yl}-(1-isopropyl-1H-pyrazol-4-yl)-methanone (0.280 g, 0.712 mmol) in tetrahydrofuran (5 mL). Add borane dimethylsulfide (2 M in tetrahydrofuran, 0.64 mL, 1.28 mmol), and reflux the mixture for 18 hr. Cool the mixture to room temperature and carefully add a small amount of methanol then 2N sodium hydroxide (5 mL). Reflux the mixture for 2 hr. then cool and evaporate the organics. Add water and extract the mixture 3 times with ethyl acetat... Starting materials: ClCCC[Si](OCC)(OCC)OCC (3-chloropropyltriethoxysilane), [N-]=[N+]=[N-].[Na+] (sodium azide), tris(n-C8 to C10 alkyl)methyl ammonium chloride. Conditions: temperature 140 celsius, time 3 hour. Yields the product N(=[N+]=[N-])CCC[Si](OCC)(OCC)OCC (3-azidopropyltriethoxysilane). As a reaction SMILES: Cl[CH2:2][CH2:3][CH2:4][Si:5]([O:12][CH2:13][CH3:14])([O:9][CH2:10][CH3:11])[O:6][CH2:7][CH3:8].[N-:15]=[N+:16]=[N-:17].[Na+]>>[N:15]([CH2:2][CH2:3][CH2:4][Si:5]([O:12][CH2:13][CH3:14])([O:9][CH2:10][CH3:11])[O:6][CH2:7][CH3:8])=[N+:16]=[N-:17] |f:1.2|. Procedure: 1.0 mole of 3-chloropropyltriethoxysilane (Cl-PTES) and 1.1 moles of sodium azide were heated together in a 500 ml capacity three neck flask made of glass and equipped with reflux condenser and magnetic stirrer and in the presence of 5 mole percent of a catalyst on the basis of a mixture of tris(n-C8 to C10 alkyl)methyl ammonium chloride with stirring for 3 hours at 140° C. The rectification subsequently carried out thereon at reduced pressure gave the 3-azidopropyltriethoxysilane (N3 -PTES) in ...